Dataset: the Open Reaction Database (ORD), a public repository of structured organic reaction records. Task: describe an organic reaction: reactants, conditions, products, and yield The reactants are NC=1C(=C(C(=CC1)F)C(=O)C1=CNC2=NC=C(C=C21)B2OC(C(O2)(C)C)(C)C)F ((3-amino-2,6-difluoro-phenyl)-[5-(4,4,5,5-tetramethyl-[1,3,2]dioxaborolan-2-yl)-1H-pyrrolo[2,3-b]pyridin-3-yl]-methanone), BrC=1C=NC(=NC1)C (5-bromo-2-methyl-pyrimidine), C([O-])([O-])=O.[K+].[K+] (potassium carbonate). The reagents and catalysts are C1=CC=C(C=C1)P([C-]2C=CC=C2)C3=CC=CC=C3.C1=CC=C(C=C1)P([C-]2C=CC=C2)C3=CC=CC=C3.Cl[Pd]Cl.[Fe+2] ([1,1′-bis(diphenylphosphino)ferrocene]dichloropalladium(II)). Solvent: O1CCOCC1 (dioxane), O (water). Run at temperature 100 celsius. Yields the product NC=1C(=C(C(=CC1)F)C(=O)C1=CNC2=NC=C(C=C21)C=2C=NC(=NC2)C)F ((3-amino-2,6-difluoro-phenyl)-[5-(2-methyl-pyrimidin-5-yl)-1H-pyrrolo[2,3-b]pyridin-3-yl]-methanone). Reaction SMILES: [NH2:1][C:2]1[C:3]([F:29])=[C:4]([C:9]([C:11]2[C:19]3[C:14](=[N:15][CH:16]=[C:17](B4OC(C)(C)C(C)(C)O4)[CH:18]=3)[NH:13][CH:12]=2)=[O:10])[C:5]([F:8])=[CH:6][CH:7]=1.Br[C:31]1[CH:32]=[N:33][C:34]([CH3:37])=[N:35][CH:36]=1.C(=O)([O-])[O-].[K+].[K+]>O1CCOCC1.O.C1C=CC(P(C2C=CC=CC=2)[C-]2C=CC=C2)=CC=1.C1C=CC(P(C2C=CC=CC=2)[C-]2C=CC=C2)=CC=1.Cl[Pd]Cl.[Fe+2]>[NH2:1][C:2]1[C:3]([F:29])=[C:4]([C:9]([C:11]2[C:19]3[C:14](=[N:15][CH:16]=[C:17]([C:31]4[CH:32]=[N:33][C:34]([CH3:37])=[N:35][CH:36]=4)[CH:18]=3)[NH:13][CH:12]=2)=[O:10])[C:5]([F:8])=[CH:6][CH:7]=1 |f:2.3.4,7.8.9.10|. Reported procedure: In a reaction vial, (3-amino-2,6-difluoro-phenyl)-[5-(4,4,5,5-tetramethyl-[1,3,2]dioxaborolan-2-yl)-1H-pyrrolo[2,3-b]pyridin-3-yl]-methanone is combined with (48, 0.850 g, 2.129 mmol), 5-bromo-2-methyl-pyrimidine (49, 0.737 g, 4.26 mmol), potassium carbonate (0.589 g, 4.26 mmol) and [1,1′-bis(diphenylphosphino)ferrocene]dichloropalladium(II) (0.174 g, 0.213 mmol) in 14.20 mL of dioxane and 7.10 mL of water (7.10 mL). The reaction is heated at 100° C. overnight. Upon cooling, the reaction mixture... The reactants are COC=1C=C(CC2NCCC3=CC(=C(C=C23)OC)OC)C=CC1OC (1-(3,4-Dimethoxy-benzyl)-6,7-dimethoxy-1,2,3,4-tetrahydroisoquinoline), BrCC(=O)Br (2-bromoacetyl bromide), NC1CCC2=CC(=CC=C12)F (1-amino-5-fluoro-indane). The product is COC=1C=C(CC2N(CCC3=CC(=C(C=C23)OC)OC)CC(=O)NC2CCC3=CC(=CC=C23)F)C=CC1OC (2-[1-(3,4-Dimethoxy-benzyl)-6,7-dimethoxy-3,4-dihydro-1H-isoquinolin-2-yl]-N-(5-fluoro-indan-1-yl)-acetamide). Reaction SMILES: [CH3:1][O:2][C:3]1[CH:4]=[C:5]([CH:21]=[CH:22][C:23]=1[O:24][CH3:25])[CH2:6][CH:7]1[C:16]2[C:11](=[CH:12][C:13]([O:19][CH3:20])=[C:14]([O:17][CH3:18])[CH:15]=2)[CH2:10][CH2:9][NH:8]1.Br[CH2:27][C:28](Br)=[O:29].[NH2:31][CH:32]1[C:40]2[C:35](=[CH:36][C:37]([F:41])=[CH:38][CH:39]=2)[CH2:34][CH2:33]1>>[CH3:1][O:2][C:3]1[CH:4]=[C:5]([CH:21]=[CH:22][C:23]=1[O:24][CH3:25])[CH2:6][CH:7]1[C:16]2[C:11](=[CH:12][C:13]([O:19][CH3:20])=[C:14]([O:17][CH3:18])[CH:15]=2)[CH2:10][CH2:9][N:8]1[CH2:27][C:28]([NH:31][CH:32]1[C:40]2[C:35](=[CH:36][C:37]([F:41])=[CH:38][CH:39]=2)[CH2:34][CH2:33]1)=[O:29]. Reported procedure: prepared by reaction of 1-(3,4-Dimethoxy-benzyl)-6,7-dimethoxy-1,2,3,4-tetrahydroisoquinoline and 2-bromoacetyl bromide with 1-amino-5-fluoro-indane Reactants: ice water, C(C)[O-].[Na+] (sodium ethanolate), Cl/C=1/C(=O)OC(\C1\Cl)=O (2.3-dichloro maleic anhydride), Cl.CON (methoxyamine hydrochloride). Run in C(C)(=O)O (acetic acid). Conditions: time 16 hour. Yields the product ClC=1C(N(C(C1Cl)=O)OC)=O (3.4-dichloro-1-methoxy-pyrrole-2.5-dione). As a reaction SMILES: C([O-])C.[Na+].[Cl:5][C:6]1[C:7]([O:9][C:10](=[O:13])[C:11]=1[Cl:12])=O.Cl.[CH3:15][O:16][NH2:17]>C(O)(=O)C>[Cl:12][C:11]1[C:10](=[O:13])[N:17]([O:16][CH3:15])[C:7](=[O:9])[C:6]=1[Cl:5] |f:0.1,3.4|. Procedure details: At room temperature 3.6 g (52.9 mmol) sodium ethanolate were added to a mixture of 5.6 g (33.5 mmol) 2.3-dichloro maleic anhydride and 4.6 g (55.1 mmol) methoxyamine hydrochloride in 50 ml of acetic acid. The reaction mixture was stirred 16 hours at room temperature and then poured into an ice/water mixture. An insoluble solid crystallized out which was filtered off and washed with water. Then this solid was redissolved in ethyl acetate. the solution was dried over magnesium sulfate and evaporat... RXN SMILES: [C:29](=[O:30])([O-:31])[O-:32].[CH3:19][S:20][c:21]1[c:22]([CH3:28])[cH:23][c:24]([OH:27])[cH:25][cH:26]1.[Cl:1][c:2]1[c:3]([C:4](=[O:5])[NH:6][CH:7]2[CH2:8][CH2:9][CH:10]([OH:13])[CH2:11][CH2:12]2)[cH:14][c:15]([F:18])[cH:16][n:17]1.[Cs+:33].[Cs+:34].[O:35]=[CH:36][N:37]([CH3:38])[CH3:39]>>[c:2]1([O:27][c:24]2[cH:23][c:22]([CH3:28])[c:21]([S:20][CH3:19])[cH:26][cH:25]2)[c:3]([C:4](=[O:5])[NH:6][CH:7]2[CH2:8][CH2:9][CH:10]([OH:13])[CH2:11][CH2:12]2)[cH:14][c:15]([F:18])[cH:16][n:17]1. Product: CSc1ccc(Oc2ncc(F)cc2C(=O)NC2CCC(O)CC2)cc1C. Starting materials: O=C([O-])[O-], CSc1ccc(O)cc1C, O=C(NC1CCC(O)CC1)c1cc(F)cnc1Cl, [Cs+], [Cs+], CN(C)C=O. Reactants: O=C([O-])[O-], COC(=O)c1cc(C)cc(C)c1NC(=O)OC(C)(C)C, CCOC(=O)CCCBr, [Cs+], [Cs+], N#N, CN(C)C=O. Yields the product CCOC(=O)CCCN(C(=O)OC(C)(C)C)c1c(C)cc(C)cc1C(=O)OC. Reaction SMILES: [C:12](=[O:13])([O-:14])[O-:15].[C:18]([CH3:19])([CH3:20])([CH3:21])[O:22][C:23](=[O:24])[NH:25][c:26]1[c:27]([C:28](=[O:29])[O:30][CH3:31])[cH:32][c:33]([CH3:37])[cH:34][c:35]1[CH3:36].[CH2:3]([CH3:4])[O:5][C:6]([CH2:7][CH2:8][CH2:9][Br:10])=[O:11].[Cs+:16].[Cs+:17].[N:1]#[N:2].[O:38]=[CH:39][N:40]([CH3:41])[CH3:42]>>[CH2:3]([CH3:4])[O:5][C:6]([CH2:7][CH2:8][CH2:9][N:25]([C:23]([O:22][C:18]([CH3:19])([CH3:20])[CH3:21])=[O:24])[c:26]1[c:27]([C:28](=[O:29])[O:30][CH3:31])[cH:32][c:33]([CH3:37])[cH:34][c:35]1[CH3:36])=[O:11]. Reactants: CC(=O)O, N#CO[K], CC(CCCc1ccc(F)cc1)c1cc(N)c2c(c1)OC(C)(C)c1ccncc1-2, O. Yields the product CC(CCCc1ccc(F)cc1)c1cc(NC(N)=O)c2c(c1)OC(C)(C)c1ccncc1-2. Reaction SMILES: [CH3:34][C:35](=[O:36])[OH:37].[K:1][O:2][C:3]#[N:4].[NH2:5][c:6]1[cH:7][c:8]([CH:22]([CH3:23])[CH2:24][CH2:25][CH2:26][c:27]2[cH:28][cH:29][c:30]([F:33])[cH:31][cH:32]2)[cH:9][c:10]2[c:11]1-[c:12]1[cH:13][n:14][cH:15][cH:16][c:17]1[C:18]([CH3:20])([CH3:21])[O:19]2.[OH2:38]>>[O:2]=[C:3]([NH2:4])[NH:5][c:6]1[cH:7][c:8]([CH:22]([CH3:23])[CH2:24][CH2:25][CH2:26][c:27]2[cH:28][cH:29][c:30]([F:33])[cH:31][cH:32]2)[cH:9][c:10]2[c:11]1-[c:12]1[cH:13][n:14][cH:15][cH:16][c:17]1[C:18]([CH3:20])([CH3:21])[O:19]2. Reactants: CC(C)(C)OC(=O)NC(CN)C(=O)O, O=C([O-])[O-], CN(C)C=O, O=[N+]([O-])c1ccccc1F, [K+], [K+], O. The product is CC(C)(C)OC(=O)NC(CNc1ccccc1[N+](=O)[O-])C(=O)O. Reaction SMILES: [C:11]([CH3:12])([CH3:13])([CH3:14])[O:15][C:16](=[O:17])[NH:18][CH:19]([C:20](=[O:21])[OH:22])[CH2:23][NH2:24].[C:25](=[O:26])([O-:27])[O-:28].[CH3:32][N:33]([CH3:34])[CH:35]=[O:36].[F:1][c:2]1[c:3]([N+:8](=[O:9])[O-:10])[cH:4][cH:5][cH:6][cH:7]1.[K+:29].[K+:30].[OH2:31]>>[c:2]1([NH:24][CH2:23][CH:19]([NH:18][C:16]([O:15][C:11]([CH3:12])([CH3:13])[CH3:14])=[O:17])[C:20](=[O:21])[OH:22])[c:3]([N+:8](=[O:9])[O-:10])[cH:4][cH:5][cH:6][cH:7]1. The reactants are Cl (HCl), N[C@@H](CC1=CC=CC=C1)C(=O)O (L-phenylalanine), C(C(C)C)OC(=O)Cl (isobutylchloroformate), [OH-].[Na+] (NaOH). Solvent: O (water). Conditions: temperature 12.5 celsius, time 3.5 hour. Product: C(C(C)C)OC(=O)NC(C(=O)O)CC1=CC=CC=C1 (2-isobutoxycarbonylamino-3-phenyl-propionic acid). As a reaction SMILES: [NH2:1][C@H:2]([C:10]([OH:12])=[O:11])[CH2:3][C:4]1[CH:9]=[CH:8][CH:7]=[CH:6][CH:5]=1.[OH-].[Na+].[CH2:15]([O:19][C:20](Cl)=[O:21])[CH:16]([CH3:18])[CH3:17].Cl>O>[CH2:15]([O:19][C:20]([NH:1][CH:2]([CH2:3][C:4]1[CH:9]=[CH:8][CH:7]=[CH:6][CH:5]=1)[C:10]([OH:12])=[O:11])=[O:21])[CH:16]([CH3:18])[CH3:17] |f:1.2|. Reported procedure: L-phenylalanine (50 gm) in water (50 mL) was stirred for about 30 minutes and reaction mass was cooled to 10-15° C. To the resulting solution, aq. NaOH was added followed by addition of isobutylchloroformate (45.5 gm). The reaction mass was stirred at about 25° C. for about 3-4 h and pH was adjusted to 2-3 by addition of conc. HCl at 10-15° C. Reaction mass was stirred at 10-15° C. for 1 h, filtered, washed with water and dried to obtain the title compound. Starting materials: C(C)(C)(C)C=1C=CC(=C(C1)NC1=NC(=NC=C1F)Cl)C (N-(5-tert-butyl-2-methylphenyl)-2-chloro-5-fluoropyrimidin-4-amine), N1(N=NC=C1)C1CCNCC1 (4-(1H-1,2,3-triazol-1-yl)piperidine), C(C)(C)N(CC)C(C)C (diisopropylethylamine). Run in CC(C)O (2-propanol). Product: C(C)(C)(C)C=1C=CC(=C(C1)NC1=NC(=NC=C1F)N1CCC(CC1)N1N=NC=C1)C (N-(5-tert-butyl-2-methylphenyl)-5-fluoro-2-[4-(1H-1,2,3-triazol-1-yl)piperidin-1-yl]pyrimidin-4-amine). Isolated yield 34.3%. As a reaction SMILES: [C:1]([C:5]1[CH:6]=[CH:7][C:8]([CH3:20])=[C:9]([NH:11][C:12]2[C:17]([F:18])=[CH:16][N:15]=[C:14](Cl)[N:13]=2)[CH:10]=1)([CH3:4])([CH3:3])[CH3:2].[N:21]1([CH:26]2[CH2:31][CH2:30][NH:29][CH2:28][CH2:27]2)[CH:25]=[CH:24][N:23]=[N:22]1.C(N(C(C)C)CC)(C)C>CC(O)C>[C:1]([C:5]1[CH:6]=[CH:7][C:8]([CH3:20])=[C:9]([NH:11][C:12]2[C:17]([F:18])=[CH:16][N:15]=[C:14]([N:29]3[CH2:28][CH2:27][CH:26]([N:21]4[CH:25]=[CH:24][N:23]=[N:22]4)[CH2:31][CH2:30]3)[N:13]=2)[CH:10]=1)([CH3:4])([CH3:3])[CH3:2]. Reported procedure: A solution of the product of Step 1 (123 mg, 0.42 mmol), 4-(1H-1,2,3-triazol-1-yl)piperidine (94 mg, 0.50 mmol) and diisopropylethylamine (2 mL) was irradiated in 2-propanol (2 mL), in a microwave oven, at 150° C. for 2 h. The mixture was cooled and the solvent was evaporated under reduced pressure. The residue was purified by column chromatography on silica gel Biotage 40S, eluting with EtOAc/hexane (0%-100%) to give the product (59 mg, 34%) as a solid. Starting materials: Br, CC(=O)OC1OC(COC(=O)c2ccc(C)cc2)C(F)C1OCc1ccccc1, CC(=O)O, CC#N, ClCCl, [H-], Nc1nc(Cl)c2cc[nH]c2n1, [Na+]. Yields the product Cc1ccc(C(=O)OCC2OC(n3ccc4c(Cl)nc(N)nc43)C(OCc3ccccc3)C2F)cc1. Reaction SMILES: [BrH:30].[C:1]([O:2][CH:5]1[CH:6]([O:7][CH2:8][c:9]2[cH:10][cH:11][cH:12][cH:13][cH:14]2)[CH:15]([F:29])[CH:16]([CH2:18][O:19][C:20](=[O:21])[c:22]2[cH:23][cH:24][c:25]([CH3:28])[cH:26][cH:27]2)[O:17]1)(=[O:3])[CH3:4].[C:31]([OH:32])(=[O:33])[CH3:34].[CH3:51][C:52]#[N:53].[Cl:48][CH2:49][Cl:50].[H-:47].[NH2:35][c:36]1[n:37][c:38]([Cl:45])[c:39]2[c:40]([n:41]1)[nH:42][cH:43][cH:44]2.[Na+:46]>>[CH:5]1([n:42]2[c:40]3[c:39]([c:38]([Cl:45])[n:37][c:36]([NH2:35])[n:41]3)[cH:44][cH:43]2)[CH:6]([O:7][CH2:8][c:9]2[cH:10][cH:11][cH:12][cH:13][cH:14]2)[CH:15]([F:29])[CH:16]([CH2:18][O:19][C:20](=[O:21])[c:22]2[cH:23][cH:24][c:25]([CH3:28])[cH:26][cH:27]2)[O:17]1.